From a dataset of the Open Reaction Database (ORD), a public repository of structured organic reaction records. describe an organic reaction: reactants, conditions, products, and yield The reactants are N1CCCCC1 (piperidine), [BH-](OC(=O)C)(OC(=O)C)OC(=O)C.[Na+] (Na(OAc)3BH), S1C(=NC2=C1C=CC=C2)OC2=CC=C1C=C(NC1=C2)C=O (6-(benzothiazol-2-yloxy)-1H-indole-2-carbaldehyde). Run in C(Cl)Cl (DCM). Run at time 12 hour. Yields the product N1(CCCCC1)CC=1NC2=CC(=CC=C2C1)OC=1SC2=C(N1)C=CC=C2 (2-(2-Piperidin-1-ylmethyl-1H-indol-6-yloxy)-benzothiazole). Yield: 31.0%. As a reaction SMILES: [S:1]1[C:5]2[CH:6]=[CH:7][CH:8]=[CH:9][C:4]=2[N:3]=[C:2]1[O:10][C:11]1[CH:19]=[C:18]2[C:14]([CH:15]=[C:16]([CH:20]=O)[NH:17]2)=[CH:13][CH:12]=1.[NH:22]1[CH2:27][CH2:26][CH2:25][CH2:24][CH2:23]1.[BH-](OC(C)=O)(OC(C)=O)OC(C)=O.[Na+]>C(Cl)Cl>[N:22]1([CH2:20][C:16]2[NH:17][C:18]3[C:14]([CH:15]=2)=[CH:13][CH:12]=[C:11]([O:10][C:2]2[S:1][C:5]4[CH:6]=[CH:7][CH:8]=[CH:9][C:4]=4[N:3]=2)[CH:19]=3)[CH2:27][CH2:26][CH2:25][CH2:24][CH2:23]1 |f:2.3|. Procedure details: To a suspension of 6-(benzothiazol-2-yloxy)-1H-indole-2-carbaldehyde (47 mg, 0.16 mmol) in DCM (3 mL) was added piperidine (0.14 mL, 0.12 g, 0.48 mmol), Na(OAc)3BH (51 mg, 0.24 mmol) and the reaction mixture was stirred (rt, 12 h). The reaction mixture was partitioned between saturated NaHCO3 (10 ml) and DCM (20 mL). The organic layer was separated and the aqueous layer was extracted with DCM (2×25 mL). The organic layer was dried, filtered and concentrated in vacuo. The resulting residue was pu... The reactants are C[Mg+], CCOCC, [I-], CI, [Mg], O=CCCCCCCCCCOc1ccc2ccccc2n1. Product: CC(O)CCCCCCCCCOc1ccc2ccccc2n1. Reaction SMILES: [CH3:24][Mg+:25].[CH3:29][CH2:30][O:31][CH2:32][CH3:33].[I-:23].[I:27][CH3:28].[Mg:26].[n:1]1[c:2]([O:11][CH2:12][CH2:13][CH2:14][CH2:15][CH2:16][CH2:17][CH2:18][CH2:19][CH2:20][CH:21]=[O:22])[cH:3][cH:4][c:5]2[cH:6][cH:7][cH:8][cH:9][c:10]12>>[n:1]1[c:2]([O:11][CH2:12][CH2:13][CH2:14][CH2:15][CH2:16][CH2:17][CH2:18][CH2:19][CH2:20][CH:21]([OH:22])[CH3:24])[cH:3][cH:4][c:5]2[cH:6][cH:7][cH:8][cH:9][c:10]12.